From a dataset of the Open Reaction Database (ORD), a public repository of structured organic reaction records. describe an organic reaction: reactants, conditions, products, and yield Reactants: NC1=C(C(=NC=2N1N=CC2C=2C=NC1=CC=CC=C1C2)N2CCN(CC2)C(=O)OC(C)(C)C)Br (tert-Butyl 4-(7-amino-6-bromo-3-(quinolin-3-yl)pyrazolo[1,5-a]pyrimidin-5-yl)piperazine-1-carboxylate), Cl (HCl). Run in O1CCOCC1 (1,4-dioxane). Conditions: time 1 hour. The product is ClC=1C(=NC=2N(C1N)N=CC2C=2C=NC1=CC=CC=C1C2)N2CCNCC2 (6-chloro-5-(piperazin-1-yl)-3-(quinolin-3-yl)pyrazolo[1,5-a]pyrimidin-7-amine). Reaction SMILES: [NH2:1][C:2]1[N:7]2[N:8]=[CH:9][C:10]([C:11]3[CH:12]=[N:13][C:14]4[C:19]([CH:20]=3)=[CH:18][CH:17]=[CH:16][CH:15]=4)=[C:6]2[N:5]=[C:4]([N:21]2[CH2:26][CH2:25][N:24](C(OC(C)(C)C)=O)[CH2:23][CH2:22]2)[C:3]=1Br.[ClH:35]>O1CCOCC1>[Cl:35][C:3]1[C:4]([N:21]2[CH2:26][CH2:25][NH:24][CH2:23][CH2:22]2)=[N:5][C:6]2[N:7]([N:8]=[CH:9][C:10]=2[C:11]2[CH:12]=[N:13][C:14]3[C:19]([CH:20]=2)=[CH:18][CH:17]=[CH:16][CH:15]=3)[C:2]=1[NH2:1]. Procedure details: tert-Butyl 4-(7-amino-6-bromo-3-(quinolin-3-yl)pyrazolo[1,5-a]pyrimidin-5-yl)piperazine-1-carboxylate (0.09 mmol) was charged to a 20 mL scintillation vial. To this vial was added 4N HCl in 1,4-dioxane. The reaction mixture was stirred at room temperature for 1 hour. The reaction mixture was concentrated in vacuo and 6-chloro-5-(piperazin-1-yl)-3-(quinolin-3-yl)pyrazolo[1,5-a]pyrimidin-7-amine was used without further purification.